This data is from the Open Reaction Database (ORD), a public repository of structured organic reaction records. The task is: describe an organic reaction: reactants, conditions, products, and yield Starting materials: CCCCCCCCCCCCc1ccc(S(=O)(=O)Nc2nnc(CCCCCNC)s2)cc1, CO, O=[N+]([O-])c1ccc(Cl)c2nonc12, [Na+], O=C([O-])O. Product: CCCCCCCCCCCCc1ccc(S(=O)(=O)Nc2nnc(CCCCCN(C)c3ccc([N+](=O)[O-])c4nonc34)s2)cc1. Reaction SMILES: [CH2:14]([CH2:15][CH2:16][CH2:17][CH2:18][CH2:19][CH2:20][CH2:21][CH2:22][CH2:23][CH2:24][CH3:25])[c:26]1[cH:27][cH:28][c:29]([S:32](=[O:33])(=[O:34])[NH:35][c:36]2[s:37][c:38]([CH2:41][CH2:42][CH2:43][CH2:44][CH2:45][NH:46][CH3:47])[n:39][n:40]2)[cH:30][cH:31]1.[CH3:53][OH:54].[Cl:1][c:2]1[cH:3][cH:4][c:5]([N+:11](=[O:12])[O-:13])[c:6]2[n:7][o:8][n:9][c:10]12.[Na+:52].[O-:48][C:49]([OH:50])=[O:51]>>[c:2]1([N:46]([CH2:45][CH2:44][CH2:43][CH2:42][CH2:41][c:38]2[s:37][c:36]([NH:35][S:32]([c:29]3[cH:28][cH:27][c:26]([CH2:14][CH2:15][CH2:16][CH2:17][CH2:18][CH2:19][CH2:20][CH2:21][CH2:22][CH2:23][CH2:24][CH3:25])[cH:31][cH:30]3)(=[O:33])=[O:34])[n:40][n:39]2)[CH3:47])[cH:3][cH:4][c:5]([N+:11](=[O:12])[O-:13])[c:6]2[n:7][o:8][n:9][c:10]12. Starting materials: [BH4-].[Na+] (sodium borohydride), C(#N)C(C1(CCCCC1)O)C1=CC=C(C=C1)OCC1=CC=CC=C1 (1-[Cyano(p-benzyloxyphenyl)methyl]cyclohexanol), II (iodine). Solvent: O1CCCC1 (tetrahydrofuran). Run at temperature 2.5 celsius, time 16 hour. The product is NCC(C1=CC=C(C=C1)OCC1=CC=CC=C1)C1(CCCCC1)O (1-[2-amino-1-(4-benzyloxyphenyl)ethyl]-cyclohexanol). The yield is 79.0%. As a reaction SMILES: [C:1]([CH:3]([C:11]1[CH:16]=[CH:15][C:14]([O:17][CH2:18][C:19]2[CH:24]=[CH:23][CH:22]=[CH:21][CH:20]=2)=[CH:13][CH:12]=1)[C:4]1([OH:10])[CH2:9][CH2:8][CH2:7][CH2:6][CH2:5]1)#[N:2].[BH4-].[Na+].II>O1CCCC1>[NH2:2][CH2:1][CH:3]([C:4]1([OH:10])[CH2:9][CH2:8][CH2:7][CH2:6][CH2:5]1)[C:11]1[CH:12]=[CH:13][C:14]([O:17][CH2:18][C:19]2[CH:20]=[CH:21][CH:22]=[CH:23][CH:24]=2)=[CH:15][CH:16]=1 |f:1.2|. Reported procedure: 1-[Cyano(p-benzyloxyphenyl)methyl]cyclohexanol (50 g) was dissolved in tetrahydrofuran (300 ml) and sodium borohydride (30 g) was added at room temperature. Reaction mixture was cooled to 0-5° C. and charged with iodine solution drop wise (60 g) in 2.5 h. The reaction mass was stirred for 16 h at 25-30° C., filtered and washed with tetrahydrofuran (50 ml). The filtrate was cooled, DM water (500 ml) was added drop wise at 0-5° C. and tetrahydrofuran was distilled under reduced pressure at 40-45° ... The reactants are N1=NC=C(C=C1)C1=C(C=CC(=C1)C(F)(F)F)O (2-pyridazin-4-yl-4-(trifluoromethyl)phenol), COC1=C(CN(S(=O)(=O)C2=CC=C(C(=C2)I)F)C2=NC=NS2)C=CC(=C1)OC (N-(2,4-dimethoxybenzyl)-4-fluoro-5-iodo-N-1,2,4-thiadiazol-5-ylbenzenesulfonamide). The product is COC1=C(CN(S(=O)(=O)C2=CC(=C(C=C2)OC2=C(C=C(C=C2)C(F)(F)F)C2=CN=NC=C2)I)C2=NC=NS2)C=CC(=C1)OC (N-(2,4-Dimethoxybenzyl)-3-iodo-4-[2-pyridazin-4-yl-4-(trifluoromethyl)phenoxy]-N-1,2,4-thiadiazol-5-ylbenzenesulfonamide), product. Yield: 43.0%. As a reaction SMILES: [N:1]1[CH:6]=[CH:5][C:4]([C:7]2[CH:12]=[C:11]([C:13]([F:16])([F:15])[F:14])[CH:10]=[CH:9][C:8]=2[OH:17])=[CH:3][N:2]=1.[CH3:18][O:19][C:20]1[CH:43]=[C:42]([O:44][CH3:45])[CH:41]=[CH:40][C:21]=1[CH2:22][N:23]([C:35]1[S:39][N:38]=[CH:37][N:36]=1)[S:24]([C:27]1[CH:32]=[C:31]([I:33])[C:30](F)=[CH:29][CH:28]=1)(=[O:26])=[O:25]>>[CH3:18][O:19][C:20]1[CH:43]=[C:42]([O:44][CH3:45])[CH:41]=[CH:40][C:21]=1[CH2:22][N:23]([C:35]1[S:39][N:38]=[CH:37][N:36]=1)[S:24]([C:27]1[CH:28]=[CH:29][C:30]([O:17][C:8]2[CH:9]=[CH:10][C:11]([C:13]([F:15])([F:16])[F:14])=[CH:12][C:7]=2[C:4]2[CH:5]=[CH:6][N:1]=[N:2][CH:3]=2)=[C:31]([I:33])[CH:32]=1)(=[O:25])=[O:26]. Procedure: The title compound was prepared according to Preparation 35 at 60° C. over 4 days using 2-pyridazin-4-yl-4-(trifluoromethyl)phenol (Preparation 30) and N-(2,4-dimethoxybenzyl)-4-fluoro-5-iodo-N-1,2,4-thiadiazol-5-ylbenzenesulfonamide (Preparation 37) to give the product (420 mg, 43%). The reactants are CC(O)=S, C=CCOC(=O)N1CC(OS(C)(=O)=O)CC1Cc1cncnc1, CC(C)(C)[O-], CCOC(C)=O, CN(C)C=O, Cc1ccccc1, [K+]. The product is C=CCOC(=O)N1CC(SC(C)=O)CC1Cc1cncnc1. Reaction SMILES: [C:7]([CH3:8])(=[S:9])[OH:10].[CH2:11]([CH:12]=[CH2:13])[O:14][C:15](=[O:16])[N:17]1[CH:18]([CH2:27][c:28]2[cH:29][n:30][cH:31][n:32][cH:33]2)[CH2:19][CH:20]([O:22][S:23]([CH3:24])(=[O:25])=[O:26])[CH2:21]1.[CH3:1][C:2]([CH3:3])([O-:4])[CH3:5].[CH3:34][CH2:35][O:36][C:37](=[O:38])[CH3:39].[CH3:40][N:41]([CH3:42])[CH:43]=[O:44].[CH3:45][c:46]1[cH:47][cH:48][cH:49][cH:50][cH:51]1.[K+:6]>>[C:7]([CH3:8])([S:9][CH:20]1[CH2:19][CH:18]([CH2:27][c:28]2[cH:29][n:30][cH:31][n:32][cH:33]2)[N:17]([C:15]([O:14][CH2:11][CH:12]=[CH2:13])=[O:16])[CH2:21]1)=[O:10]. The reactants are CSC1=NC(=O)C(=Cc2cc(C(C)(C)C)c(O)c(C(C)(C)C)c2)S1, CCO, CC(C)(C)[O-], [K+], NCC(=O)O. Product: CC(C)(C)c1cc(C=C2SC(=NCC(=O)O)NC2=O)cc(C(C)(C)C)c1O. RXN SMILES: [CH3:12][C:13]([CH3:14])([CH3:15])[c:16]1[cH:17][c:18]([CH:27]=[C:28]2[C:29](=[O:35])[N:30]=[C:31]([S:33][CH3:34])[S:32]2)[cH:19][c:20]([C:23]([CH3:24])([CH3:25])[CH3:26])[c:21]1[OH:22].[CH3:36][CH2:37][OH:38].[CH3:6][C:7]([CH3:8])([O-:9])[CH3:10].[K+:11].[NH2:1][CH2:2][C:3]([OH:4])=[O:5]>>[N:1]([CH2:2][C:3]([OH:4])=[O:5])=[C:31]1[NH:30][C:29](=[O:35])[C:28](=[CH:27][c:18]2[cH:17][c:16]([C:13]([CH3:12])([CH3:14])[CH3:15])[c:21]([OH:22])[c:20]([C:23]([CH3:24])([CH3:25])[CH3:26])[cH:19]2)[S:32]1. The reactants are C(=O)(O)C=1C=C(C=CC1)B (3-carboxyphenylborane), O (Water), C([O-])([O-])=O.[K+].[K+] (potassium carbonate), C(C)C(CC)(C1=CC(=C(C=C1)\C=C\C(CC)(O)CC)C)C1=CC(=C(C=C1)OS(=O)(=O)C(F)(F)F)C (trifluoromethanesulfonic acid 4-{1-ethyl-1-[4-((E)-3-ethyl-3-hydroxy-1-pentenyl)-3-methyl-phenyl]-propyl}-2-methyl-phenyl ester). The reagents and catalysts are C=1C=CC(=CC1)[P](C=2C=CC=CC2)(C=3C=CC=CC3)[Pd]([P](C=4C=CC=CC4)(C=5C=CC=CC5)C=6C=CC=CC6)([P](C=7C=CC=CC7)(C=8C=CC=CC8)C=9C=CC=CC9)[P](C=1C=CC=CC1)(C=1C=CC=CC1)C=1C=CC=CC1 (tetrakis(triphenylphosphine)palladium). The solvent is CN(C=O)C (N,N-dimethylformamide). Conditions: temperature 80 celsius, time 5 minute. Yields the product C(C)C(CC)(C1=CC(=C(C=C1)\C=C\C(CC)(O)CC)C)C1=CC(=C(C=C1)C1=CC(=CC=C1)C(=O)O)C (4′-{1-ethyl-1-[4-((E)-3-ethyl-3-hydroxy-1-pentenyl)-3-methyl-phenyl]-propyl}-2′-methyl-biphenyl-3-carboxylic Acid). The yield is 59.3%. RXN SMILES: [C:1]([C:4]1[CH:5]=[C:6](B)[CH:7]=[CH:8][CH:9]=1)([OH:3])=[O:2].C(=O)([O-])[O-].[K+].[K+].[CH2:17]([C:19]([C:37]1[CH:42]=[CH:41][C:40](OS(C(F)(F)F)(=O)=O)=[C:39]([CH3:51])[CH:38]=1)([C:22]1[CH:27]=[CH:26][C:25](/[CH:28]=[CH:29]/[C:30]([CH2:34][CH3:35])([OH:33])[CH2:31][CH3:32])=[C:24]([CH3:36])[CH:23]=1)[CH2:20][CH3:21])[CH3:18].O>CN(C)C=O.C1C=CC([P]([Pd]([P](C2C=CC=CC=2)(C2C=CC=CC=2)C2C=CC=CC=2)([P](C2C=CC=CC=2)(C2C=CC=CC=2)C2C=CC=CC=2)[P](C2C=CC=CC=2)(C2C=CC=CC=2)C2C=CC=CC=2)(C2C=CC=CC=2)C2C=CC=CC=2)=CC=1>[CH2:17]([C:19]([C:37]1[CH:42]=[CH:41][C:40]([C:6]2[CH:7]=[CH:8][CH:9]=[C:4]([C:1]([OH:3])=[O:2])[CH:5]=2)=[C:39]([CH3:51])[CH:38]=1)([C:22]1[CH:27]=[CH:26][C:25](/[CH:28]=[CH:29]/[C:30]([CH2:31][CH3:32])([OH:33])[CH2:34][CH3:35])=[C:24]([CH3:36])[CH:23]=1)[CH2:20][CH3:21])[CH3:18] |f:1.2.3,^1:61,63,82,101|. Reported procedure: Tetrakis(triphenylphosphine)palladium (0) (6.8 mg, 0.0059 mmol), 3-carboxyphenylborane acid (6.8 mg, 0.0195 mmol) and potassium carbonate (13.4 mg, 97.5 μmol) were added to a solution of trifluoromethanesulfonic acid 4-{1-ethyl-1-[4-((E)-3-ethyl-3-hydroxy-1-pentenyl)-3-methyl-phenyl]-propyl}-2-methyl-phenyl ester (Example 1-(6); 10 mg, 0.0195 mmol) in N,N-dimethylformamide (0.5 mL) at room temperature, and then the mixture was stirred at 80° C. for five minutes. Water was added to the reaction m... Reactants: FC1=C(C(=CC(=C1)[N+](=O)[O-])OC)N1C=C(C=2C(NC=CC21)=O)C=2C=C(SC2)C(=O)N (4-(1-(2-fluoro-6-methoxy-4-nitrophenyl)-4-oxo-4,5-dihydro-1H-pyrrolo[3,2-c]pyridin-3-yl)thiophene-2-carboxamide), [Cl-].[Ca+2].[Cl-] (calcium chloride), C(C)O (ethanol), reduced iron. The solvent is O (water). Conditions: temperature 100 celsius, time 2 hour. Yields the product NC1=CC(=C(C(=C1)OC)N1C=C(C=2C(NC=CC21)=O)C=2C=C(SC2)C(=O)N)F (4-(1-(4-amino-2-fluoro-6-methoxyphenyl)-4-oxo-4,5-dihydro-1H-pyrrolo[3,2-c]pyridin-3-yl)thiophene-2-carboxamide). Isolated yield 71.7%. RXN SMILES: [F:1][C:2]1[CH:7]=[C:6]([N+:8]([O-])=O)[CH:5]=[C:4]([O:11][CH3:12])[C:3]=1[N:13]1[C:21]2[CH:20]=[CH:19][NH:18][C:17](=[O:22])[C:16]=2[C:15]([C:23]2[CH:24]=[C:25]([C:28]([NH2:30])=[O:29])[S:26][CH:27]=2)=[CH:14]1.[Cl-].[Ca+2].[Cl-].C(O)C>O>[NH2:8][C:6]1[CH:5]=[C:4]([O:11][CH3:12])[C:3]([N:13]2[C:21]3[CH:20]=[CH:19][NH:18][C:17](=[O:22])[C:16]=3[C:15]([C:23]3[CH:24]=[C:25]([C:28]([NH2:30])=[O:29])[S:26][CH:27]=3)=[CH:14]2)=[C:2]([F:1])[CH:7]=1 |f:1.2.3|. Reported procedure: To a solution of 4-(1-(2-fluoro-6-methoxy-4-nitrophenyl)-4-oxo-4,5-dihydro-1H-pyrrolo[3,2-c]pyridin-3-yl)thiophene-2-carboxamide (45.0 mg) and calcium chloride (11.7 mg) in a mixed solvent of ethanol (5 ml) and water (1 ml) was added reduced iron (29.3 mg), and the mixture was stirred at 100° C. for 2 hr. The insoluble substance was removed by the filtration, and washed with water and ethyl acetate. The filtrate was extracted with ethyl acetate, and the organic layer was washed with saturated br...